This data is from the Open Reaction Database (ORD), a public repository of structured organic reaction records. The task is: describe an organic reaction: reactants, conditions, products, and yield Reactants: solution, [Br-].COC1=CC=CC(=N1)[Zn+] (6-methoxy-2-pyridylzinc bromide), BrC=1C(=NSC1NC(=O)[C@H]1[C@@H](C1)C)C1=CC2=CN(N=C2C=C1)C ((1R,2R)-2-methyl-cyclopropanecarboxylic acid [4-bromo-3-(2-methyl-2H-indazol-5-yl)-isothiazol-5-yl]-amide). The solvent is O1CCCC1 (tetrahydrofuran), COCCOC (1,2-dimethoxyethane). Run at time 8 hour. Yields the product COC1=CC=CC(=N1)C=1C(=NSC1NC(=O)[C@H]1[C@@H](C1)C)C1=CC2=CN(N=C2C=C1)C ((1R,2R)-2-methyl-cyclopropanecarboxylic acid [4-(6-methoxy-pyridin-2-yl)-3-(2-methyl-2H-indazol-5-yl)-isothiazol-5-yl]-amide). As a reaction SMILES: [Br-].[CH3:2][O:3][C:4]1[N:9]=[C:8]([Zn+])[CH:7]=[CH:6][CH:5]=1.Br[C:12]1[C:13]([C:24]2[CH:32]=[CH:31][C:30]3[C:26](=[CH:27][N:28]([CH3:33])[N:29]=3)[CH:25]=2)=[N:14][S:15][C:16]=1[NH:17][C:18]([C@@H:20]1[CH2:22][C@H:21]1[CH3:23])=[O:19]>O1CCCC1.COCCOC>[CH3:2][O:3][C:4]1[N:9]=[C:8]([C:12]2[C:13]([C:24]3[CH:32]=[CH:31][C:30]4[C:26](=[CH:27][N:28]([CH3:33])[N:29]=4)[CH:25]=3)=[N:14][S:15][C:16]=2[NH:17][C:18]([C@@H:20]2[CH2:22][C@H:21]2[CH3:23])=[O:19])[CH:7]=[CH:6][CH:5]=1 |f:0.1|. Reported procedure: Add a 0.5M solution of 6-methoxy-2-pyridylzinc bromide in tetrahydrofuran (6.13 mL, 3.07; mmol) to a solution of (1R,2R)-2-methyl-cyclopropanecarboxylic acid [4-bromo-3-(2-methyl-2H-indazol-5-yl)-isothiazol-5-yl]-amide (0.24; g, 0.61; mmol) in anhydrous 1,2-dimethoxyethane (3.1; mL) and degas by bubbling with nitrogen for 20 min. Add bis(tri-t-butylphosphine)palladium (0) (0.01; g, 12.27; μmol), stir at room temperature under nitrogen overnight and then heat at 55° C. for 48; h. Dilute with brin... The reactants are FC1=C(C=CC=C1)[N+](=O)[O-] (2-fluoro-nitrobenzene), C(C1=CC=CC=C1)OC1=CC=C(N)C=C1 (4-(benzyloxy)aniline), C(C)(C)(C)[O-].[K+] (potassium tert-butanolate). The solvent is CS(=O)C (DMSO). Reaction conditions: temperature 110 celsius. Product: C(C1=CC=CC=C1)OC1=CC=C(C=C1)NC1=C(C=CC=C1)[N+](=O)[O-] ((4-Benzyloxy-phenyl)-(2-nitro-phenyl)-amine). Reaction SMILES: F[C:2]1[CH:7]=[CH:6][CH:5]=[CH:4][C:3]=1[N+:8]([O-:10])=[O:9].[CH2:11]([O:18][C:19]1[CH:25]=[CH:24][C:22]([NH2:23])=[CH:21][CH:20]=1)[C:12]1[CH:17]=[CH:16][CH:15]=[CH:14][CH:13]=1.C([O-])(C)(C)C.[K+]>CS(C)=O>[CH2:11]([O:18][C:19]1[CH:20]=[CH:21][C:22]([NH:23][C:2]2[CH:7]=[CH:6][CH:5]=[CH:4][C:3]=2[N+:8]([O-:10])=[O:9])=[CH:24][CH:25]=1)[C:12]1[CH:13]=[CH:14][CH:15]=[CH:16][CH:17]=1 |f:2.3|. Procedure details: To 600 μL of 2-fluoro-nitrobenzene, 6 mL of DMSO are added 1.7 g of 4-(benzyloxy)aniline (1.5 equivalents) and 1.02 g of potassium tert-butanolate (1.6 equivalents). The whole is heated to 110° C. for 1 h 30. The medium is then hydrolyzed and extracted several times with ethyl acetate. The organic phases are washed with a saturated solution of sodium chloride, dried on magnesium sulfate, filtered and then concentrated under reduced pressure. A silica gel chromatography of the residue (cyclohexan... Starting materials: C1CCOC1, [Li]CCCC, CCCCCC, COP(C)(=O)OC, CC(=O)O, COC(=O)CC1CCCCC1, O. Product: COP(=O)(CC(=O)CC1CCCCC1)OC. As a reaction SMILES: [CH2:30]1[O:31][CH2:32][CH2:33][CH2:34]1.[CH2:8]([Li:9])[CH2:10][CH2:11][CH3:12].[CH3:13][CH2:14][CH2:15][CH2:16][CH2:17][CH3:18].[CH3:1][P:2]([O:3][CH3:4])([O:5][CH3:6])=[O:7].[CH3:35][C:36](=[O:37])[OH:38].[CH:19]1([CH2:25][C:26](=[O:27])[O:28][CH3:29])[CH2:20][CH2:21][CH2:22][CH2:23][CH2:24]1.[OH2:39]>>[CH2:1]([P:2]([O:3][CH3:4])([O:5][CH3:6])=[O:7])[C:26]([CH2:25][CH:19]1[CH2:20][CH2:21][CH2:22][CH2:23][CH2:24]1)=[O:27]. Starting materials: 1280(s), 1705(s), 751(s), 973(s), 1561(s), 790(m), 1502(s), 1630(s), 17179s, 1162(s), 1250(s), 648(s), OC[C@@H]1C[C@@H]([C@@H](NC1)C1=CC=CC=C1)NCC1=C(C=CC(=C1)OC(F)(F)F)OC ((2S*,3S*,5R*)-5-hydroxymethyl-3-[N-(2-methoxy-5-trifluoromethoxybenzyl)amino]-2-phenylpiperidine), C(\C=C\C(=O)O)(=O)O (fumaric acid), O(C(C)C)C(C)C ((i-Pr)2O), 1641(s). Solvent: CCO (EtOH), CCO (EtOH). The product is C(\C=C\C(=O)O)(=O)O.C(\C=C\C(=O)O)(=O)O.OC[C@@H]1C[C@@H]([C@@H](NC1)C1=CC=CC=C1)NCC1=C(C=CC(=C1)OC(F)(F)F)OC ((2S*,3S*,5R*)-5-Hydroxymethyl-3-[N-(2-methoxy-5-trifluoromethoxybenzyl)amino]-2-phenylpiperidine difumarate). RXN SMILES: [OH:1][CH2:2][C@H:3]1[CH2:8][NH:7][C@@H:6]([C:9]2[CH:14]=[CH:13][CH:12]=[CH:11][CH:10]=2)[C@@H:5]([NH:15][CH2:16][C:17]2[CH:22]=[C:21]([O:23][C:24]([F:27])([F:26])[F:25])[CH:20]=[CH:19][C:18]=2[O:28][CH3:29])[CH2:4]1.[C:30]([OH:37])(=[O:36])/[CH:31]=[CH:32]/[C:33]([OH:35])=[O:34].O(C(C)C)C(C)C>CCO>[C:30]([OH:37])(=[O:36])/[CH:31]=[CH:32]/[C:33]([OH:35])=[O:34].[C:30]([OH:37])(=[O:36])/[CH:31]=[CH:32]/[C:33]([OH:35])=[O:34].[OH:1][CH2:2][C@H:3]1[CH2:8][NH:7][C@@H:6]([C:9]2[CH:10]=[CH:11][CH:12]=[CH:13][CH:14]=2)[C@@H:5]([NH:15][CH2:16][C:17]2[CH:22]=[C:21]([O:23][C:24]([F:25])([F:26])[F:27])[CH:20]=[CH:19][C:18]=2[O:28][CH3:29])[CH2:4]1 |f:4.5.6|. Procedure details: To a solution of (2S*,3S*,5R*)-5-hydroxymethyl-3-[N-(2-methoxy-5-trifluoromethoxybenzyl)amino]-2-phenylpiperidine (0.298 g, 0.726 mmol) in EtOH (3.0 ml) was added fumaric acid (0.169 g, 1.45 mmol) in one portion. An additional volume of EtOH was added with heating at reflux, until the mixture became homogeneous. After the resultant pale yellow solution was allowed to cool to room temperature, (i-Pr)2O (2.0 ml) was added. After the mixture was left to stand in a refrigerator (at 4 C.) overnight, ... The reactants are OC=1C=C2C(CC(OC2=CC1OC(C)CC)(C)C)=O (6-hydroxy-7-sec. butoxy-2,2-dimethyl-4-chromanone), CI (methyl iodide). Reagents/catalysts: [Cl-].C(C)[N+](CC1=CC=CC=C1)(CC)CC (triethyl benzyl ammonium chloride). The solvent is [OH-].[Na+] (sodium hydroxide), ClCCl (dichloro methane). Reaction conditions: time 30 minute. The product is COC=1C=C2C(CC(OC2=CC1OC(C)CC)(C)C)=O (6-methoxy-7sec. butoxy-2,2-dimethyl-4-chromanone). Isolated yield 96.0%. As a reaction SMILES: [CH3:1]I.[OH:3][C:4]1[CH:5]=[C:6]2[C:11](=[CH:12][C:13]=1[O:14][CH:15]([CH2:17][CH3:18])[CH3:16])[O:10][C:9]([CH3:20])([CH3:19])[CH2:8][C:7]2=[O:21]>[OH-].[Na+].ClCCl.[Cl-].C([N+](CC)(CC)CC1C=CC=CC=1)C>[CH3:1][O:3][C:4]1[CH:5]=[C:6]2[C:11](=[CH:12][C:13]=1[O:14][CH:15]([CH2:17][CH3:18])[CH3:16])[O:10][C:9]([CH3:19])([CH3:20])[CH2:8][C:7]2=[O:21] |f:2.3,5.6|. Reported procedure: In 40 ml of a 5% sodium hydroxide solution 5.2 g (20 -millimoles) of 6-hydroxy-7-sec. butoxy-2,2-dimethyl-4-chromanone are dissolved whereupon 80 ml of dichloro methane and 0.5 g of triethyl benzyl ammonium chloride are added and the mixture is intensively stirred at room temperature for 30 minutes. After the addition of 4.25 g (1.9 ml, 30 millimoles) of methyl iodide the reaction mixture is stirred for another 2 hours. The organic phase is separated, washed twice with 50 ml of water each, dried... The yield is 94.0%. Run at time 6 hour. Reported procedure: To a solution of 1-t-butyldimethylsilyloxy-2,3-dimercaptopropane (example 47) (32.00 g, 134 mmol) in toluene (400 mL) were added triethylorthoformate (29.0 mL, 174 mmol, 1.3 eq) and pyridinium p-toluenesulfonate (200 mg). The solution was strirred at 120°-130° C. for 6 hr then was quenched at room temperature with a solution of saturated sodium bicarbonate. The aqueous phase was extracted with dichloromethane and the organic layer was dried with magnesium sulfate and evaporated under reduced pre... Run in C1(=CC=CC=C1)C (toluene). The reactants are [Si](C)(C)(C(C)(C)C)OCC(CS)S (1-t-butyldimethylsilyloxy-2,3-dimercaptopropane), C(C)OC(OCC)OCC (triethylorthoformate), C1(=CC=C(C=C1)S(=O)(=O)[O-])C.[NH+]1=CC=CC=C1 (pyridinium p-toluenesulfonate). RXN SMILES: [Si:1]([O:8][CH2:9][CH:10]([SH:13])[CH2:11][SH:12])([C:4]([CH3:7])([CH3:6])[CH3:5])([CH3:3])[CH3:2].[CH2:14]([O:16][CH:17](OCC)OCC)[CH3:15].C1(C)C=CC(S([O-])(=O)=O)=CC=1.[NH+]1C=CC=CC=1>C1(C)C=CC=CC=1>[Si:1]([O:8][CH2:9][CH:10]1[CH2:11][S:12][CH:17]([O:16][CH2:14][CH3:15])[S:13]1)([C:4]([CH3:7])([CH3:6])[CH3:5])([CH3:3])[CH3:2] |f:2.3|. Yields the product [Si](C)(C)(C(C)(C)C)OCC1SC(SC1)OCC (4-t-butyldimethylsilyloxymethyl-2-ethoxy-1,3-dithiolane).